From a dataset of the Open Reaction Database (ORD), a public repository of structured organic reaction records. describe an organic reaction: reactants, conditions, products, and yield The reactants are CO, CCOC(=O)c1cc(Cl)c2c(c1C)C1(CCS2(=O)=O)OCCO1, [K+], [OH-], O. Product: Cc1c(C(=O)O)cc(Cl)c2c1C1(CCS2(=O)=O)OCCO1. As a reaction SMILES: [CH3:26][OH:27].[Cl:1][c:2]1[cH:3][c:4]([C:19](=[O:20])[O:21][CH2:22][CH3:23])[c:5]([CH3:18])[c:6]2[c:11]1[S:10](=[O:12])(=[O:13])[CH2:9][CH2:8][C:7]21[O:14][CH2:15][CH2:16][O:17]1.[K+:25].[OH-:24].[OH2:28]>>[Cl:1][c:2]1[cH:3][c:4]([C:19](=[O:20])[OH:21])[c:5]([CH3:18])[c:6]2[c:11]1[S:10](=[O:12])(=[O:13])[CH2:9][CH2:8][C:7]21[O:14][CH2:15][CH2:16][O:17]1. Starting materials: ClC=1C=C(C=CC1Cl)C1=C(C(=CC(=C1)CCCCC1=CC=C(C=C1)Cl)C=O)O (3′,4′-dichloro-5-(4-(4-chlorophenyl)butyl)-2-hydroxy-[1,1′-biphenyl]-3-carbaldehyde), C(C)(C)(C)N (tert-butylamine). Yields the product Cl.C(C)(C)(C)NCC1=C(C(=CC(=C1)CCCCC1=CC=C(C=C1)Cl)C1=CC(=C(C=C1)Cl)Cl)O (3-((tert-Butylamino)methyl)-3′,4′-dichloro-5-(4-(4-chlorophenyl)butyl)-[1,1′-biphenyl]-2-ol hydrochloride). As a reaction SMILES: [Cl:1][C:2]1[CH:3]=[C:4]([C:9]2[CH:14]=[C:13]([CH2:15][CH2:16][CH2:17][CH2:18][C:19]3[CH:24]=[CH:23][C:22]([Cl:25])=[CH:21][CH:20]=3)[CH:12]=[C:11]([CH:26]=O)[C:10]=2[OH:28])[CH:5]=[CH:6][C:7]=1[Cl:8].[C:29]([NH2:33])([CH3:32])([CH3:31])[CH3:30]>>[ClH:1].[C:29]([NH:33][CH2:26][C:11]1[CH:12]=[C:13]([CH2:15][CH2:16][CH2:17][CH2:18][C:19]2[CH:20]=[CH:21][C:22]([Cl:25])=[CH:23][CH:24]=2)[CH:14]=[C:9]([C:4]2[CH:5]=[CH:6][C:7]([Cl:8])=[C:2]([Cl:1])[CH:3]=2)[C:10]=1[OH:28])([CH3:32])([CH3:31])[CH3:30] |f:2.3|. Reported procedure: 3-((tert-Butylamino)methyl)-3′,4′-dichloro-5-(4-(4-chlorophenyl)butyl)-[1,1′-biphenyl]-2-ol hydrochloride was prepared as a white solid using the procedure described in Example 9 from 3′,4′-dichloro-5-(4-(4-chlorophenyl)butyl)-2-hydroxy-[1,1′-biphenyl]-3-carbaldehyde and tert-butylamine. The reactants are NC=O, N#Cc1ccccc1. Product: NC(=O)c1ccccc1. As a reaction SMILES: [CH:1](=[O:2])[NH2:3].[N:4]#[C:5][c:6]1[cH:7][cH:8][cH:9][cH:10][cH:11]1>>[C:1](=[O:2])([NH2:3])[c:6]1[cH:7][cH:8][cH:9][cH:10][cH:11]1. Starting materials: N1CCC(CC1)C1=NOC2=C1C=CC(=C2)F (3-(4-piperidinyl)-6-fluorobenzisoxazole), C(=O)([O-])[O-].[K+].[K+] (K2CO3), ClCCN1C(=NC2=CC=CC=C2C1=O)C (3-(2-chloroethyl)-2-methyl-3H-4-quinazolinone). The solvent is C(C)#N (acetonitrile). The product is FC1=CC2=C(C(=NO2)C2CCN(CC2)CCN2C(=NC3=CC=CC=C3C2=O)C)C=C1 (3-[2-[4-(6-Fluoro-1,2-benzisoxazol-3-yl)-1-piperidinyl]ethyl]-2-methyl-3H-quinazolin-4-one). RXN SMILES: [NH:1]1[CH2:6][CH2:5][CH:4]([C:7]2[C:11]3[CH:12]=[CH:13][C:14]([F:16])=[CH:15][C:10]=3[O:9][N:8]=2)[CH2:3][CH2:2]1.C([O-])([O-])=O.[K+].[K+].Cl[CH2:24][CH2:25][N:26]1[C:35](=[O:36])[C:34]2[C:29](=[CH:30][CH:31]=[CH:32][CH:33]=2)[N:28]=[C:27]1[CH3:37]>C(#N)C>[F:16][C:14]1[CH:13]=[CH:12][C:11]2[C:7]([CH:4]3[CH2:3][CH2:2][N:1]([CH2:24][CH2:25][N:26]4[C:35](=[O:36])[C:34]5[C:29](=[CH:30][CH:31]=[CH:32][CH:33]=5)[N:28]=[C:27]4[CH3:37])[CH2:6][CH2:5]3)=[N:8][O:9][C:10]=2[CH:15]=1 |f:1.2.3|. Procedure details: A stirred mixture of 3-(4-piperidinyl)-6-fluorobenzisoxazole (4 g, 18.2 mmol), K2CO3 (3.76 g, 27.2 mmol) and 3-(2-chloroethyl)-2-methyl-3H-4-quinazolinone (6.0 g, 27 mmol) in acetonitrile (300 ml) was heated at reflux for 16 hours. The reaction was complete as judged by TLC. The solids were filtered and the solvent was evaporated. The residue was purified over a flash chromatography column (SiO2, 75 gm, eluted with dichloromethane and MeOH in dichloromethane). The pure product thus obtained weig...